The task is: describe an organic reaction: reactants, conditions, products, and yield. This data is from the Open Reaction Database (ORD), a public repository of structured organic reaction records. Starting materials: CC(C)(C)OC(=O)CCC(CCCCNS(=O)(=O)c1ccc(Cl)cc1)CCCOC1CCCCO1, Cl, C1CCOC1, O. Product: CC(C)(C)OC(=O)CCC(CCCO)CCCCNS(=O)(=O)c1ccc(Cl)cc1. As a reaction SMILES: [Cl:1][c:2]1[cH:3][cH:4][c:5]([S:8](=[O:9])(=[O:10])[NH:11][CH2:12][CH2:13][CH2:14][CH2:15][CH:16]([CH2:17][CH2:18][C:19](=[O:20])[O:21][C:22]([CH3:23])([CH3:24])[CH3:25])[CH2:26][CH2:27][CH2:28][O:29][CH:30]2[CH2:31][CH2:32][CH2:33][CH2:34][O:35]2)[cH:6][cH:7]1.[ClH:36].[O:37]1[CH2:38][CH2:39][CH2:40][CH2:41]1.[OH2:42]>>[Cl:1][c:2]1[cH:3][cH:4][c:5]([S:8](=[O:9])(=[O:10])[NH:11][CH2:12][CH2:13][CH2:14][CH2:15][CH:16]([CH2:17][CH2:18][C:19](=[O:20])[O:21][C:22]([CH3:23])([CH3:24])[CH3:25])[CH2:26][CH2:27][CH2:28][OH:29])[cH:6][cH:7]1. Starting materials: NC=1C=2N(C=CN1)C(=NC2C2=CC=C(C(=O)NC1=NC=CC=C1)C=C2)[C@H]2NCCC2 ((S)-4-(8-Amino-3-(pyrrolidin-2-yl)imidazo[1,5-a]pyrazin-1-yl)-N-(pyridin-2-yl)benzamide), CN(C/C=C/C(=O)O)C ((E)-4-(dimethylamino)but-2-enoic acid). Yields the product NC=1C=2N(C=CN1)C(=NC2C2=CC=C(C(=O)NC1=NC=CC=C1)C=C2)[C@H]2N(CCC2)C(\C=C\CN(C)C)=O ((S,E)-4-(8-Amino-3-(1-(4-(dimethylamino)but-2-enoyl)pyrrolidin-2-yl)imidazo[1,5-a]pyrazin-1-yl)-N-(pyridin-2-yl)benzamide). Isolated yield 46.6%. RXN SMILES: [NH2:1][C:2]1[C:3]2[N:4]([C:8]([C@@H:26]3[CH2:30][CH2:29][CH2:28][NH:27]3)=[N:9][C:10]=2[C:11]2[CH:25]=[CH:24][C:14]([C:15]([NH:17][C:18]3[CH:23]=[CH:22][CH:21]=[CH:20][N:19]=3)=[O:16])=[CH:13][CH:12]=2)[CH:5]=[CH:6][N:7]=1.[CH3:31][N:32]([CH3:39])[CH2:33]/[CH:34]=[CH:35]/[C:36](O)=[O:37]>>[NH2:1][C:2]1[C:3]2[N:4]([C:8]([C@@H:26]3[CH2:30][CH2:29][CH2:28][N:27]3[C:36](=[O:37])/[CH:35]=[CH:34]/[CH2:33][N:32]([CH3:39])[CH3:31])=[N:9][C:10]=2[C:11]2[CH:25]=[CH:24][C:14]([C:15]([NH:17][C:18]3[CH:23]=[CH:22][CH:21]=[CH:20][N:19]=3)=[O:16])=[CH:13][CH:12]=2)[CH:5]=[CH:6][N:7]=1. Procedure details: This compound was prepared, in an analogous manner as described in Example 2, from the compound described in intermediate 2b and (E)-4-(dimethylamino)but-2-enoic acid, to afford the title compound (11.8 mg, 46.6%). Data: UPLC (C) Rt: 1.29 min; m/z 511.0 (M+H)+.